From a dataset of the Open Reaction Database (ORD), a public repository of structured organic reaction records. describe an organic reaction: reactants, conditions, products, and yield Starting materials: ClC=1C(=CC(=NC1)F)C1=CC=C(C=C1)Cl (5-chloro-4-(4-chlorophenyl)-2-fluoropyridine), COC=1C=CC=C(C1C=2C=CC=CC2P(C3CCCCC3)C4CCCCC4)OC (S-Phos), ClC1=C(C=CC=C1)B(O)O (2-chlorophenylboronic acid), [O-]P(=O)([O-])[O-].[K+].[K+].[K+] (K3PO4). The reagents and catalysts are C=1C=CC(=CC1)/C=C/C(=O)/C=C/C2=CC=CC=C2.C=1C=CC(=CC1)/C=C/C(=O)/C=C/C2=CC=CC=C2.C=1C=CC(=CC1)/C=C/C(=O)/C=C/C2=CC=CC=C2.[Pd].[Pd] (Pd2(dba)3). Run at temperature 95 celsius, time 16 hour. Product: ClC1=C(C=CC=C1)C=1C(=CC(=NC1)F)C1=CC=C(C=C1)Cl (5-(2-chlorophenyl)4-(4-chlorophenyl)-2-fluoropyridine). The yield is 35.4%. Reaction SMILES: Cl[C:2]1[C:3]([C:9]2[CH:14]=[CH:13][C:12]([Cl:15])=[CH:11][CH:10]=2)=[CH:4][C:5]([F:8])=[N:6][CH:7]=1.[Cl:16][C:17]1[CH:22]=[CH:21][CH:20]=[CH:19][C:18]=1B(O)O.[O-]P([O-])([O-])=O.[K+].[K+].[K+].COC1C=CC=C(OC)C=1C1C=CC=CC=1P(C1CCCCC1)C1CCCCC1>C1C=CC(/C=C/C(/C=C/C2C=CC=CC=2)=O)=CC=1.C1C=CC(/C=C/C(/C=C/C2C=CC=CC=2)=O)=CC=1.C1C=CC(/C=C/C(/C=C/C2C=CC=CC=2)=O)=CC=1.[Pd].[Pd]>[Cl:16][C:17]1[CH:22]=[CH:21][CH:20]=[CH:19][C:18]=1[C:2]1[C:3]([C:9]2[CH:14]=[CH:13][C:12]([Cl:15])=[CH:11][CH:10]=2)=[CH:4][C:5]([F:8])=[N:6][CH:7]=1 |f:2.3.4.5,7.8.9.10.11|. Reported procedure: To a flame-dried tube was placed 5-chloro-4-(4-chlorophenyl)-2-fluoropyridine (0.71 g, 2.93 mmol), 2-chlorophenylboronic acid (0.55 g, 3.52 mmol), K3PO4 (1.24 g, 5.86 mmol), Pd2(dba)3 (0.134 g, 0.147 mmol), and S-Phos (0.12 g, 0.29 mmol). The reaction vessel was then purged with argon three times before degassed toluene (15 mL) was added in, and sealed. The reaction mixture was stirred at 95° C. for 16 h. Analysis by HPLC/MS indicated the reaction was complete. After cooling to room temperature,...